From a dataset of the Open Reaction Database (ORD), a public repository of structured organic reaction records. describe an organic reaction: reactants, conditions, products, and yield The reactants are OCc1ccccc1OCc1ccccc1, Cc1ccccc1, C1CCOC1, O=S(Cl)Cl. Product: ClCc1ccccc1OCc1ccccc1. RXN SMILES: [CH2:1]([c:2]1[cH:3][cH:4][cH:5][cH:6][cH:7]1)[O:8][c:9]1[c:10]([CH2:11][OH:12])[cH:13][cH:14][cH:15][cH:16]1.[CH3:26][c:27]1[cH:28][cH:29][cH:30][cH:31][cH:32]1.[O:21]1[CH2:22][CH2:23][CH2:24][CH2:25]1.[S:17]([Cl:18])([Cl:19])=[O:20]>>[CH2:1]([c:2]1[cH:3][cH:4][cH:5][cH:6][cH:7]1)[O:8][c:9]1[c:10]([CH2:11][Cl:19])[cH:13][cH:14][cH:15][cH:16]1.